This data is from the Open Reaction Database (ORD), a public repository of structured organic reaction records. The task is: describe an organic reaction: reactants, conditions, products, and yield The reactants are Cc1ccccc1, CC(C)c1onc(Cc2c(Cl)cccc2Cl)c1CO, CC(C)OC(=O)N=NC(=O)OC(C)C, CCOC(=O)c1cccc2cc(-c3ccc(O)cc3)ccc12, c1ccc(P(c2ccccc2)c2ccccc2)cc1. Product: CCOC(=O)c1cccc2cc(-c3ccc(OCc4c(Cc5c(Cl)cccc5Cl)noc4C(C)C)cc3)ccc12. RXN SMILES: [CH3:75][c:76]1[cH:77][cH:78][cH:79][cH:80][cH:81]1.[Cl:1][c:2]1[c:3]([CH2:9][c:10]2[n:11][o:12][c:13]([CH:17]([CH3:18])[CH3:19])[c:14]2[CH2:15][OH:16])[c:4]([Cl:8])[cH:5][cH:6][cH:7]1.[O:61]=[C:62]([O:63][CH:64]([CH3:65])[CH3:66])[N:67]=[N:68][C:69]([O:70][CH:71]([CH3:72])[CH3:73])=[O:74].[OH:20][c:21]1[cH:22][cH:23][c:24](-[c:27]2[cH:28][c:29]3[cH:30][cH:31][cH:32][c:33]([C:37](=[O:38])[O:39][CH2:40][CH3:41])[c:34]3[cH:35][cH:36]2)[cH:25][cH:26]1.[c:42]1([P:43]([c:44]2[cH:45][cH:46][cH:47][cH:48][cH:49]2)[c:50]2[cH:51][cH:52][cH:53][cH:54][cH:55]2)[cH:56][cH:57][cH:58][cH:59][cH:60]1>>[Cl:1][c:2]1[c:3]([CH2:9][c:10]2[n:11][o:12][c:13]([CH:17]([CH3:18])[CH3:19])[c:14]2[CH2:15][O:16][c:21]2[cH:22][cH:23][c:24](-[c:27]3[cH:28][c:29]4[cH:30][cH:31][cH:32][c:33]([C:37](=[O:38])[O:39][CH2:40][CH3:41])[c:34]4[cH:35][cH:36]3)[cH:25][cH:26]2)[c:4]([Cl:8])[cH:5][cH:6][cH:7]1. Starting materials: FC=1C=C2C(=NNC2=CC1)C(=O)O (5-fluoro-1H-indazole-3-carboxylic acid), [H-].[Al+3].[Li+].[H-].[H-].[H-] (lithium aluminium hydride), Cl (hydrochloric acid), S(=O)(=O)([O-])[O-].[Na+].[Na+] (sodium sulfate). Solvent: O1CCCC1 (tetrahydrofuran). Run at time 2 hour. The product is FC=1C=C2C(=NNC2=CC1)CO ((5-fluoro-1H-indazol-3-yl)-methanol). Yield: 23.0%. RXN SMILES: [F:1][C:2]1[CH:3]=[C:4]2[C:8](=[CH:9][CH:10]=1)[NH:7][N:6]=[C:5]2[C:11](O)=[O:12].[H-].[Al+3].[Li+].[H-].[H-].[H-].S([O-])([O-])(=O)=O.[Na+].[Na+].Cl>O1CCCC1>[F:1][C:2]1[CH:3]=[C:4]2[C:8](=[CH:9][CH:10]=1)[NH:7][N:6]=[C:5]2[CH2:11][OH:12] |f:1.2.3.4.5.6,7.8.9|. Reported procedure: A solution of 5-fluoro-1H-indazole-3-carboxylic acid [0.680 g, Reference Example 26(a)] in anhydrous tetrahydrofuran (15 ml), at 0° C., was treated portionwise with lithium aluminium hydride (0.716 g), then stirred for 2 hours at ambient temperature and then treated with saturated aqueous sodium sulfate. The reaction mixture was acidified by addition of hydrochloric acid (1N) and then extracted three times with ethyl acetate (30 ml). The combined organic extracts were dried over magnesium sulfat... Reactants: C(C)OP(OCC)OCC (Triethylphosphite), BrCCCN1C2=CC=CC=C2C=2C=CC=CC12 (9-(3-bromopropyl)-9H-carbazole). Conditions: temperature 130 celsius, time 18 hour. The product is C1=CC=CC=2C3=CC=CC=C3N(C12)CCCP(OCC)(OCC)=O (Diethyl 3-(9H-carbazol-9-yl)propylphosphonate). Yield: 92.2%. As a reaction SMILES: C([O:3][P:4]([O:8][CH2:9][CH3:10])[O:5][CH2:6][CH3:7])C.Br[CH2:12][CH2:13][CH2:14][N:15]1[C:27]2[CH:26]=[CH:25][CH:24]=[CH:23][C:22]=2[C:21]2[C:16]1=[CH:17][CH:18]=[CH:19][CH:20]=2>>[CH:17]1[C:16]2[N:15]([CH2:14][CH2:13][CH2:12][P:4](=[O:3])([O:5][CH2:6][CH3:7])[O:8][CH2:9][CH3:10])[C:27]3[C:22](=[CH:23][CH:24]=[CH:25][CH:26]=3)[C:21]=2[CH:20]=[CH:19][CH:18]=1. Procedure details: Triethylphosphite (13.4 mL, 80.1 mmol) was added via syringe to 9-(3-bromopropyl)-9H-carbazole (7.70 g, 26.7 mmol) in a 50 mL rbf. The reaction was heated and stirred under Argon at 130° C. for 18 hours. Excess triethylphosphite and side-products were removed under vacuum at ˜100° C. to yield a thick yellow oil (8.50 g, 92% yield). 1H NMR (400.14 MHz, CD2Cl2) δ 8.10 (dt, J=7.73, 2.00 Hz, 2H), 7.50-7.44 (m, 4H), 7.27-7.19, m, 2H), 4.43 (t, J=7.00 Hz, 2H), 4.10-3.95 (m, 4H), 2.23-2.09 (m, 2H), 1.7... The yield is 65.0%. Procedure: Following the method described in Example 53, 4-chloro-6-(5-chloro-2-ethoxy-phenyl)-pyrimidin-2-ylamine and 1H-indazol-6-ylamine provided the title compound (65% yield). 1H NMR (DMSO-d6) δ 1.34 (t, 3H, J=6.9 Hz, CH3), 4.13 (q, 2H, J=6.9 Hz, CH2), 6.26 (s, 2H, NH2), 6.85 (s, 1H, Ar), 7.14 (d, 1H, J=8.9 Hz, Ar), 7.30 (d, 1H, J=8.6 Hz, Ar), 7.41 (dd, 1H, J-8.9 Hz, 2.7 Hz, Ar), 7.65 (d, 1H, J=8.9 Hz, Ar), 7.95-7.97 (m, 3H, Ar), 9.27 (s, 1H, NH), 12.80 (s, 1H, NH). The reactants are ClC1=NC(=NC(=C1)C1=C(C=CC(=C1)Cl)OCC)N (4-chloro-6-(5-chloro-2-ethoxy-phenyl)-pyrimidin-2-ylamine), N1N=CC2=CC=C(C=C12)N (1H-indazol-6-ylamine). RXN SMILES: Cl[C:2]1[CH:7]=[C:6]([C:8]2[CH:13]=[C:12]([Cl:14])[CH:11]=[CH:10][C:9]=2[O:15][CH2:16][CH3:17])[N:5]=[C:4]([NH2:18])[N:3]=1.[NH:19]1[C:27]2[C:22](=[CH:23][CH:24]=[C:25]([NH2:28])[CH:26]=2)[CH:21]=[N:20]1>>[Cl:14][C:12]1[CH:11]=[CH:10][C:9]([O:15][CH2:16][CH3:17])=[C:8]([C:6]2[N:5]=[C:4]([NH2:18])[N:3]=[C:2]([NH:28][C:25]3[CH:26]=[C:27]4[C:22]([CH:21]=[N:20][NH:19]4)=[CH:23][CH:24]=3)[CH:7]=2)[CH:13]=1. Product: ClC=1C=CC(=C(C1)C1=CC(=NC(=N1)N)NC1=CC=C2C=NNC2=C1)OCC (6-(5-Chloro-2-ethoxy-phenyl)-N*4*-(1H-indazol-6-yl)-pyrimdine-2,4-diamine). Reactants: CCCc1c(Cc2ccc(-c3ccccc3C#N)cc2)c(=O)n(CC(C)(C)CO[Si](C)(C)C(C)(C)C)c2nc(C)nn12, CCCC[N+](CCCC)(CCCC)CCCC, [F-], C1CCOC1. Product: CCCc1c(Cc2ccc(-c3ccccc3C#N)cc2)c(=O)n(CC(C)(C)CO)c2nc(C)nn12. As a reaction SMILES: [C:1]([Si:2]([CH3:3])([CH3:4])[O:6][CH2:7][C:8]([CH2:9][n:10]1[c:11]2[n:12]([c:13]([CH2:32][CH2:33][CH3:34])[c:14]([CH2:17][c:18]3[cH:19][cH:20][c:21](-[c:24]4[c:25]([C:30]#[N:31])[cH:26][cH:27][cH:28][cH:29]4)[cH:22][cH:23]3)[c:15]1=[O:16])[n:35][c:36]([CH3:38])[n:37]2)([CH3:39])[CH3:40])([CH3:5])([CH3:41])[CH3:42].[CH3:44][CH2:45][CH2:46][CH2:47][N+:48]([CH2:49][CH2:50][CH2:51][CH3:52])([CH2:53][CH2:54][CH2:55][CH3:56])[CH2:57][CH2:58][CH2:59][CH3:60].[F-:43].[O:61]1[CH2:62][CH2:63][CH2:64][CH2:65]1>>[OH:6][CH2:7][C:8]([CH2:9][n:10]1[c:11]2[n:12]([c:13]([CH2:32][CH2:33][CH3:34])[c:14]([CH2:17][c:18]3[cH:19][cH:20][c:21](-[c:24]4[c:25]([C:30]#[N:31])[cH:26][cH:27][cH:28][cH:29]4)[cH:22][cH:23]3)[c:15]1=[O:16])[n:35][c:36]([CH3:38])[n:37]2)([CH3:39])[CH3:40].